Dataset: the Open Reaction Database (ORD), a public repository of structured organic reaction records. Task: describe an organic reaction: reactants, conditions, products, and yield The reactants are S(=O)(Cl)Cl (thionyl chloride), CON=C(C1=C(C=CC=C1)CO)C1=CC(=NO1)C (2-hydroxymethylphenyl 3-methylisoxazol-5-yl ketone O-methyloxime). The solvent is C1=CC=CC=C1 (Benzene). Conditions: time 2 hour. Product: CON=C(C1=C(C=CC=C1)CCl)C1=CC(=NO1)C (2-chloromethylphenyl 3-methylisoxazol-5-yl ketone O-methyloxime). Isolated yield 39.3%. Reaction SMILES: S(Cl)([Cl:3])=O.[CH3:5][O:6][N:7]=[C:8]([C:17]1[O:21][N:20]=[C:19]([CH3:22])[CH:18]=1)[C:9]1[CH:14]=[CH:13][CH:12]=[CH:11][C:10]=1[CH2:15]O>C1C=CC=CC=1>[CH3:5][O:6][N:7]=[C:8]([C:17]1[O:21][N:20]=[C:19]([CH3:22])[CH:18]=1)[C:9]1[CH:14]=[CH:13][CH:12]=[CH:11][C:10]=1[CH2:15][Cl:3]. Reported procedure: Benzene (5 ml) and thionyl chloride (0.36 g, 3.0 mmol) were added to 2-hydroxymethylphenyl 3-methylisoxazol-5-yl ketone O-methyloxime (0.62 g, 2.5 mmol), and the mixture was stirred at room temperature for 2 hours. After completion of the reaction, the solvent was evaporated under reduced pressure. The residue was purified by silica gel chromatography (ethyl acetate/n-hexane) to give 2-chloromethylphenyl 3-methylisoxazol-5-yl ketone O-methyloxime (0.26 g, yield: 39.3%) as a colorless oil. The reactants are CC1=NC(=CC=C1)C#CC=C1CCNCC1 (2-Methyl-6-(3-piperidin-4-ylideneprop-1-ynyl)pyridine), ClC1=C(C=CC(=N1)C)[N+](=O)[O-] (6-chloro-5-nitro-2-picoline). The product is CC1=CC=C(C(=N1)N1CCC(CC1)=CC#CC1=NC(=CC=C1)C)[N+](=O)[O-] (6-Methyl-2-[4-[3-(6-methylpyridin-2-yl)prop-2-ynylidene]piperidin-1-yl]-3-nitropyridine). The yield is 54.8%. Reaction SMILES: [CH3:1][C:2]1[CH:7]=[CH:6][CH:5]=[C:4]([C:8]#[C:9][CH:10]=[C:11]2[CH2:16][CH2:15][NH:14][CH2:13][CH2:12]2)[N:3]=1.Cl[C:18]1[N:23]=[C:22]([CH3:24])[CH:21]=[CH:20][C:19]=1[N+:25]([O-:27])=[O:26]>>[CH3:24][C:22]1[N:23]=[C:18]([N:14]2[CH2:13][CH2:12][C:11](=[CH:10][C:9]#[C:8][C:4]3[CH:5]=[CH:6][CH:7]=[C:2]([CH3:1])[N:3]=3)[CH2:16][CH2:15]2)[C:19]([N+:25]([O-:27])=[O:26])=[CH:20][CH:21]=1. Procedure details: A well homogenised mixture of the Compound of Example 3 (23 mg, 0.11 mmol) and 6-chloro-5-nitro-2-picoline (26.2 mg, 0.15 mmol) was stirred at 120° C. for 0.5 h. The reaction crude was purified by flash chromatography (EtOAc—Petroleum Ether gradient from 3:7 to 4:6) affording the title product (21 mg). The reactants are C(C)(C)(C)OC(=O)NC1=C(C=CC=C1)NC(=O)/C=C/C1=CC=C(C=C1)C(C(=O)O)CCO[Si](C)(C)C(C)(C)C ((E)-2-{4-[2-(2-tert-butoxycarbonylamino-phenylcarbamoyl)-vinyl]-phenyl}-4-(tert-butyl-dimethyl-silanyloxy)-butyric acid), CCN=C=NCCCN(C)C (EDCI), C=1C=CC2=C(C1)N=NN2O (HOBt), BrC1=CC=C(C=C1)N (4-bromo-phenylamine). The solvent is C(Cl)Cl (CH2Cl2), C(Cl)Cl (CH2Cl2). Conditions: time 8 hour. Yields the product C(C)(C)(C)OC(NC1=C(C=CC=C1)NC(\C=C\C1=CC=C(C=C1)C(CCO[Si](C)(C)C(C)(C)C)C(NC1=CC=C(C=C1)Br)=O)=O)=O ((E)-[2-(3-{4-[1-(4-Bromo-phenylcarbamoyl)-3-(tert-butyl-dimethyl-silanyloxy)-propyl]-phenyl}-acryloylamino)-phenyl]-carbamic acid tert-butyl ester). Reaction SMILES: [C:1]([O:5][C:6]([NH:8][C:9]1[CH:14]=[CH:13][CH:12]=[CH:11][C:10]=1[NH:15][C:16](/[CH:18]=[CH:19]/[C:20]1[CH:25]=[CH:24][C:23]([CH:26]([CH2:30][CH2:31][O:32][Si:33]([C:36]([CH3:39])([CH3:38])[CH3:37])([CH3:35])[CH3:34])[C:27](O)=[O:28])=[CH:22][CH:21]=1)=[O:17])=[O:7])([CH3:4])([CH3:3])[CH3:2].CCN=C=NCCCN(C)C.C1C=CC2N(O)N=NC=2C=1.[Br:61][C:62]1[CH:67]=[CH:66][C:65]([NH2:68])=[CH:64][CH:63]=1>C(Cl)Cl>[C:1]([O:5][C:6](=[O:7])[NH:8][C:9]1[CH:14]=[CH:13][CH:12]=[CH:11][C:10]=1[NH:15][C:16](=[O:17])/[CH:18]=[CH:19]/[C:20]1[CH:25]=[CH:24][C:23]([CH:26]([C:27](=[O:28])[NH:68][C:65]2[CH:66]=[CH:67][C:62]([Br:61])=[CH:63][CH:64]=2)[CH2:30][CH2:31][O:32][Si:33]([C:36]([CH3:38])([CH3:37])[CH3:39])([CH3:34])[CH3:35])=[CH:22][CH:21]=1)([CH3:4])([CH3:2])[CH3:3]. Reported procedure: To a solution of (E)-2-{4-[2-(2-tert-butoxycarbonylamino-phenylcarbamoyl)-vinyl]-phenyl}-4-(tert-butyl-dimethyl-silanyloxy)-butyric acid (2.5 g, 4.52 mmol), EDCI (1.2 g, 4.97 mmol) and HOBt (671 mg, 4.97 mol) in CH2Cl2 (50 mL) was added 4-bromo-phenylamine (786 mg, 4.57 mmol). This mixture was stirred overnight at room temperature and then diluted with CH2Cl2 (50 mL), washed with saturated aqueous NaHCO3 solution, water and brine, dried with Na2SO4, and evaporated to obtain a yellow residue. MS:...